Dataset: the Open Reaction Database (ORD), a public repository of structured organic reaction records. Task: describe an organic reaction: reactants, conditions, products, and yield Starting materials: Cl.C1(CC1)COC1=C(C2=C(OCO2)C=C1)C=1C2=C(N=CN1)C(=C(N2)C)C(=O)N[C@@H]2CNC[C@H]2O (4-[5-(cyclopropylmethoxy)-1,3-benzodioxol-4-yl]-N-[(3R*,4R*)-4-hydroxypyrrolidin-3-yl]-6-methyl-5H-pyrrolo[3,2-d]pyrimidine-7-carboxamide hydrochloride), C(C)(=O)Cl (acetyl chloride). Product: C(C)(=O)N1C[C@H]([C@@H](C1)O)NC(=O)C1=C(NC2=C1N=CN=C2C2=C(C=CC=1OCOC12)OCC1CC1)C (N-[(3R*,4R*)-1-acetyl-4-hydroxypyrrolidin-3-yl]-4-[5-(cyclopropylmethoxy)-1,3-benzodioxol-4-yl]-6-methyl-5H-pyrrolo[3,2-d]pyrimidine-7-carboxamide). Reaction SMILES: Cl.[CH:2]1([CH2:5][O:6][C:7]2[CH:15]=[CH:14][C:10]3[O:11][CH2:12][O:13][C:9]=3[C:8]=2[C:16]2[C:17]3[NH:24][C:23]([CH3:25])=[C:22]([C:26]([NH:28][C@H:29]4[C@H:33]([OH:34])[CH2:32][NH:31][CH2:30]4)=[O:27])[C:18]=3[N:19]=[CH:20][N:21]=2)[CH2:4][CH2:3]1.[C:35](Cl)(=[O:37])[CH3:36]>>[C:35]([N:31]1[CH2:32][C@@H:33]([OH:34])[C@H:29]([NH:28][C:26]([C:22]2[C:18]3[N:19]=[CH:20][N:21]=[C:16]([C:8]4[C:9]5[O:13][CH2:12][O:11][C:10]=5[CH:14]=[CH:15][C:7]=4[O:6][CH2:5][CH:2]4[CH2:4][CH2:3]4)[C:17]=3[NH:24][C:23]=2[CH3:25])=[O:27])[CH2:30]1)(=[O:37])[CH3:36] |f:0.1|. Procedure details: Starting from 4-[5-(cyclopropylmethoxy)-1,3-benzodioxol-4-yl]-N-[(3R*,4R*)-4-hydroxypyrrolidin-3-yl]-6-methyl-5H-pyrrolo[3,2-d]pyrimidine-7-carboxamide hydrochloride (example D.f5) and commercially available acetyl chloride the title compound is obtained as colorless solid. Reactants: Cl.N1CCC(CC1)C1=CNC(C2=CC=CC=C12)=O (4-(piperidin-4-yl)-2H-isoquinolin-1-one hydrochloride), C([O-])([O-])=O.[K+].[K+] (potassium carbonate), BrCCO (2-bromoethanol). Run in CC(CC)=O (2-butanone), O (water). Yields the product OCCN1CCC(CC1)C1=CNC(C2=CC=CC=C12)=O (4-(1-(2-hydroxyethyl)piperidin-4-yl)-2H-isoquinolin-1-one). The yield is 55.9%. Reaction SMILES: Cl.[NH:2]1[CH2:7][CH2:6][CH:5]([C:8]2[C:17]3[C:12](=[CH:13][CH:14]=[CH:15][CH:16]=3)[C:11](=[O:18])[NH:10][CH:9]=2)[CH2:4][CH2:3]1.C(=O)([O-])[O-].[K+].[K+].Br[CH2:26][CH2:27][OH:28]>CC(=O)CC.O>[OH:28][CH2:27][CH2:26][N:2]1[CH2:7][CH2:6][CH:5]([C:8]2[C:17]3[C:12](=[CH:13][CH:14]=[CH:15][CH:16]=3)[C:11](=[O:18])[NH:10][CH:9]=2)[CH2:4][CH2:3]1 |f:0.1,2.3.4|. Procedure details: 4-(Piperidin-4-yl)-2H-isoquinolin-1-one hydrochloride (0.8 g) obtained in Example 31, potassium carbonate (2.0 g) and 2-bromoethanol (1.88 g) were dissolved in 2-butanone and water (1 mL), and the mixture was heated under reflux for 4 hrs. After the completion of the reaction, the solvent was evaporated, and water was added to the obtained residue. The mixture was extracted with chloroform, the organic layer dried over magnesium sulfate. The solvent was evaporated, and the obtained residue was p...